This data is from the Open Reaction Database (ORD), a public repository of structured organic reaction records. The task is: describe an organic reaction: reactants, conditions, products, and yield Reactants: COC(=O)C1=CC2=C(N(C(=N2)CO)CCC(C)C)C=C1 (2-hydroxymethyl-1-(3-methyl-butyl)-1H-benzoimidazole-5-carboxylic acid methyl ester), S(=O)(Cl)Cl (thionyl chloride). Solvent: C(Cl)Cl (DCM). Conditions: temperature 0 celsius, time 15 minute. Product: COC(=O)C1=CC2=C(N(C(=N2)CCl)CCC(C)C)C=C1 (2-chloromethyl-1-(3-methyl-butyl)-1H-benzoimidazole-5-carboxylic acid methyl ester). Reaction SMILES: [CH3:1][O:2][C:3]([C:5]1[CH:20]=[CH:19][C:8]2[N:9]([CH2:14][CH2:15][CH:16]([CH3:18])[CH3:17])[C:10]([CH2:12]O)=[N:11][C:7]=2[CH:6]=1)=[O:4].S(Cl)([Cl:23])=O>C(Cl)Cl>[CH3:1][O:2][C:3]([C:5]1[CH:20]=[CH:19][C:8]2[N:9]([CH2:14][CH2:15][CH:16]([CH3:18])[CH3:17])[C:10]([CH2:12][Cl:23])=[N:11][C:7]=2[CH:6]=1)=[O:4]. Procedure details: To a cooled (0° C.) solution of 2-hydroxymethyl-1-(3-methyl-butyl)-1H-benzoimidazole-5-carboxylic acid methyl ester (1.00 g, 3.62 mmol) in DCM (10 mL) was added thionyl chloride (396 μL, 5.43 mmol). The solution was stirred at 0° C. for 15 min. and concentrated in vacuo to give 2-chloromethyl-1-(3-methyl-butyl)-1H-benzoimidazole-5-carboxylic acid methyl ester; HCl salt (1.20 g, 100%) as a white solid, which was used without further purification: